describe an organic reaction: reactants, conditions, products, and yield From a dataset of the Open Reaction Database (ORD), a public repository of structured organic reaction records. Reaction SMILES: [Br:19][CH2:20][C:21](=[O:22])[N:23]1[CH:24]([C:29]#[N:30])[CH2:25][CH:26]([F:28])[CH2:27]1.[CH2:35]1[O:36][CH2:37][CH2:38][O:39][CH2:40]1.[CH3:31][C:32]#[N:33].[ClH:1].[ClH:34].[F:2][C:3]([c:4]1[cH:5][cH:6][c:7]([N:10]2[CH2:11][CH2:12][CH:13]([NH2:16])[CH2:14][CH2:15]2)[cH:8][cH:9]1)([F:17])[F:18]>>[ClH:1].[F:2][C:3]([c:4]1[cH:5][cH:6][c:7]([N:10]2[CH2:11][CH2:12][CH:13]([NH:16][CH2:20][C:21](=[O:22])[N:23]3[CH:24]([C:29]#[N:30])[CH2:25][CH:26]([F:28])[CH2:27]3)[CH2:14][CH2:15]2)[cH:8][cH:9]1)([F:17])[F:18]. The product is Cl, N#CC1CC(F)CN1C(=O)CNC1CCN(c2ccc(C(F)(F)F)cc2)CC1. The reactants are N#CC1CC(F)CN1C(=O)CBr, C1COCCO1, CC#N, Cl, Cl, NC1CCN(c2ccc(C(F)(F)F)cc2)CC1.